Dataset: the Open Reaction Database (ORD), a public repository of structured organic reaction records. Task: describe an organic reaction: reactants, conditions, products, and yield The reactants are CI (methyl iodide), [H-].[Na+] (sodium hydride), ClC=1N=CC=2NC(C3(CN(C2N1)C1CCCC1)CCCCC3)=O (2′-chloro-9′-cyclopentyl-8′,9′-dihydrospiro[cyclohexane-1,7′-pyrimido[5,4-b][1,4]diazepin]-6′(5′H)-one), ClC=1N=CC=2NC(C3(CN(C2N1)C1CCCC1)CCCCC3)=O (2′-chloro-9′-cyclopentyl-8′,9′-dihydrospiro[cyclohexane-1,7′-pyrimido[5,4-b][1,4]diazepin]-6′(5′H)-one). The solvent is O (water), C(C)OCC (diethyl ether), CN(C(C)=O)C (N,N-dimethylacetamide), O (water). Reaction conditions: time 30 minute. The product is ClC=1N=CC=2N(C(C3(CN(C2N1)C1CCCC1)CCCCC3)=O)C (2′-chloro-9′-cyclopentyl-5′-methyl-8′,9′-dihydrospiro[cyclohexane-1,7′-pyrimido[5,4-b][1,4]diazepin]-6′(5′H)-one). The yield is 73.8%. Reaction SMILES: [Cl:1][C:2]1[N:3]=[CH:4][C:5]2[NH:6][C:7](=[O:23])[C:8]3([CH2:22][CH2:21][CH2:20][CH2:19][CH2:18]3)[CH2:9][N:10]([CH:13]3[CH2:17][CH2:16][CH2:15][CH2:14]3)[C:11]=2[N:12]=1.[CH3:24]I.[H-].[Na+]>CN(C)C(=O)C.O.C(OCC)C>[Cl:1][C:2]1[N:3]=[CH:4][C:5]2[N:6]([CH3:24])[C:7](=[O:23])[C:8]3([CH2:18][CH2:19][CH2:20][CH2:21][CH2:22]3)[CH2:9][N:10]([CH:13]3[CH2:14][CH2:15][CH2:16][CH2:17]3)[C:11]=2[N:12]=1 |f:2.3|. Procedure details: 2′-chloro-9′-cyclopentyl-8′,9′-dihydrospiro[cyclohexane-1,7′-pyrimido[5,4-b][1,4]diazepin]-6′(5′H)-one (Intermediate 256; 300 mg, 0.94 mmol) was dissolved in N,N-dimethylacetamide (10 mL) and methyl iodide (65 mL, 1.03 mmol) added followed by sodium hydride (41 mg of a 60% dispersion in mineral oil, 1.00 mmol). The reaction mixture was stirred for 30 minutes. A drop of water added was added and then the reaction mixture was diluted with water and extracted with ethyl acetate (×2). The combined o... The reactants are COC(=O)C=1C(=C2C=C(C(N(C2=CN1)CC1=CC=CC=C1)=O)Br)O (1-benzyl-3-bromo-5-hydroxy-2-oxo-1,2-dihydro-[1,7]naphthyridine-6-carboxylic acid methyl ester), C(C)(=O)[O-].[Na+] (sodium acetate), CCO (EtOH). The reagents and catalysts are [Pd] (palladium on carbon). Run in CCOC(=O)C (EtOAc). Conditions: time 16 hour. Product: COC(=O)C=1C(=C2CCC(N(C2=CN1)CC1=CC=CC=C1)=O)O (1-Benzyl-5-hydroxy-2-oxo-1,2,3,4-tetrahydro-[1,7]naphthyridine-6-carboxylic acid methyl ester). Isolated yield 62.4%. Reaction SMILES: CCO.[CH3:4][O:5][C:6]([C:8]1[C:9]([OH:27])=[C:10]2[C:15](=[CH:16][N:17]=1)[N:14]([CH2:18][C:19]1[CH:24]=[CH:23][CH:22]=[CH:21][CH:20]=1)[C:13](=[O:25])[C:12](Br)=[CH:11]2)=[O:7].C([O-])(=O)C.[Na+]>[Pd].CCOC(C)=O>[CH3:4][O:5][C:6]([C:8]1[C:9]([OH:27])=[C:10]2[C:15](=[CH:16][N:17]=1)[N:14]([CH2:18][C:19]1[CH:24]=[CH:23][CH:22]=[CH:21][CH:20]=1)[C:13](=[O:25])[CH2:12][CH2:11]2)=[O:7] |f:2.3|. Procedure details: A flask was charged with EtOH (10 mL) and 10% palladium on carbon (200 mg). A solution of 1-benzyl-3-bromo-5-hydroxy-2-oxo-1,2-dihydro-[1,7]naphthyridine-6-carboxylic acid methyl ester (150 mg, 0.39 mmol) in EtOAc (40 mL) and sodium acetate (47 mg, 0.58 mmol) were added, and the resulting mixture was stirred under H2 atmosphere for 16 h. The mixture was filtered, and the filtrate was concentrated in vacuo. The residue was chromatographed (0-60% EtOAc/hexanes+2% AcOH) to give 76 mg of the title c... Yields the product CNC=1C=C(N)C=CC1S(=O)(=O)O (3-(N-methylamino)aniline-4-sulfonic acid). Starting materials: C(C)(=O)NC=1C=C(N)C=CC1S(=O)(=O)O (3-(N-acetylamino)aniline-4-sulfonic acid), [Cl-].[Na+] (sodium chloride), Cl (hydrochloric acid), [OH-].[Na+] (caustic soda), S(=O)(=O)(OC)OC (dimethyl sulfate), [OH-].[Na+] (caustic soda). Run at temperature 20 celsius. Run in C(=O)O (formic acid), O (water). Reported procedure: 115 g of 3-(N-acetylamino)aniline-4-sulfonic acid in 430 ml of water and 70 g of formic acid were boiled under reflux for 7 hours. The mixture was cooled to 20° C. and its pH then adjusted to 12 with caustic soda solution. 75 g of dimethyl sulfate were then added, and after 40 minutes the pH was adjusted to -0.5 with hydrochloric acid. The mixture was heated under reflux for 3 hours and then salted out with 150 g of sodium chloride. The pH was adjusted to 1.0 with caustic soda solution, and the ... RXN SMILES: [C:1]([NH:4][C:5]1[CH:6]=[C:7]([CH:9]=[CH:10][C:11]=1[S:12]([OH:15])(=[O:14])=[O:13])[NH2:8])(=O)C.[OH-].[Na+].S(OC)(OC)(=O)=O.Cl.[Cl-].[Na+]>O.C(O)=O>[CH3:1][NH:4][C:5]1[CH:6]=[C:7]([CH:9]=[CH:10][C:11]=1[S:12]([OH:15])(=[O:14])=[O:13])[NH2:8] |f:1.2,5.6|.